From a dataset of the Open Reaction Database (ORD), a public repository of structured organic reaction records. describe an organic reaction: reactants, conditions, products, and yield Starting materials: C(C)(C)(C)C1=CC(=C(C=N1)C=1N([C@]([C@](N1)(C)C1=CC=C(C=C1)Cl)(C)C1=CC=C(C=C1)Cl)C(=O)Cl)OCC ((4S,5R)-2-(6-tert-butyl-4-ethoxy-pyridin-3-yl)-4,5-bis-(4-chloro-phenyl)-4,5-dimethyl-4,5-dihydro-imidazole-1-carbonyl chloride), N1(CCNCC1)CCOCCO (2-(2-piperazin-1-yl-ethoxy)-ethanol). The product is C(C)(C)(C)C1=CC(=C(C=N1)C=1N([C@]([C@](N1)(C)C1=CC=C(C=C1)Cl)(C)C1=CC=C(C=C1)Cl)C(=O)N1CCN(CC1)CCOCCO)OCC ([(4S,5R)-2-(6-tert-Butyl-4-ethoxy-pyridin-3-yl)-4,5-bis-(4-chloro-phenyl)-4,5-dimethyl-4,5-dihydro-imidazol-1-yl]-{4-[2-(2-hydroxy-ethoxy)-ethyl]-piperazin-1-yl}-methanone). Reaction SMILES: [C:1]([C:5]1[N:10]=[CH:9][C:8]([C:11]2[N:12]([C:32](Cl)=[O:33])[C@@:13]([C:25]3[CH:30]=[CH:29][C:28]([Cl:31])=[CH:27][CH:26]=3)([CH3:24])[C@@:14]([C:17]3[CH:22]=[CH:21][C:20]([Cl:23])=[CH:19][CH:18]=3)([CH3:16])[N:15]=2)=[C:7]([O:35][CH2:36][CH3:37])[CH:6]=1)([CH3:4])([CH3:3])[CH3:2].[N:38]1([CH2:44][CH2:45][O:46][CH2:47][CH2:48][OH:49])[CH2:43][CH2:42][NH:41][CH2:40][CH2:39]1>>[C:1]([C:5]1[N:10]=[CH:9][C:8]([C:11]2[N:12]([C:32]([N:41]3[CH2:40][CH2:39][N:38]([CH2:44][CH2:45][O:46][CH2:47][CH2:48][OH:49])[CH2:43][CH2:42]3)=[O:33])[C@@:13]([C:25]3[CH:26]=[CH:27][C:28]([Cl:31])=[CH:29][CH:30]=3)([CH3:24])[C@@:14]([C:17]3[CH:22]=[CH:21][C:20]([Cl:23])=[CH:19][CH:18]=3)([CH3:16])[N:15]=2)=[C:7]([O:35][CH2:36][CH3:37])[CH:6]=1)([CH3:2])([CH3:3])[CH3:4]. Reported procedure: In a manner analogous to the method described in examples 8, (4S,5R)-2-(6-tert-butyl-4-ethoxy-pyridin-3-yl)-4,5-bis-(4-chloro-phenyl)-4,5-dimethyl-4,5-dihydro-imidazole-1-carbonyl chloride (example 51) was coupled with 2-(2-piperazin-1-yl-ethoxy)-ethanol (Aldrich) to give the title compound. HR-MS (ES, m/z) calculated for C37H48Cl2N5O4 [(M+H)+] 696.3078, observed 696.3076.